Dataset: the Open Reaction Database (ORD), a public repository of structured organic reaction records. Task: describe an organic reaction: reactants, conditions, products, and yield Reactants: ClC1=C(C(=O)O)C=CC=N1 (2-Chloro-nicotinic acid), S(=O)(Cl)Cl (thionyl chloride), C(C)O (Ethanol). Product: C(C)OC(C1=C(N=CC=C1)Cl)=O (2-Chloro-nicotinic acid ethyl ester). As a reaction SMILES: [Cl:1][C:2]1[N:10]=[CH:9][CH:8]=[CH:7][C:3]=1[C:4]([OH:6])=[O:5].S(Cl)(Cl)=O.[CH2:15](O)[CH3:16]>>[CH2:15]([O:5][C:4](=[O:6])[C:3]1[CH:7]=[CH:8][CH:9]=[N:10][C:2]=1[Cl:1])[CH3:16]. Reported procedure: To a solution 2-Chloro-nicotinic acid (12.5 g) in Ethanol (250 ml) was added thionyl chloride (5.77 ml) dropwise and refluxed for 1.5 hours. The mixture was concentrated to remove ethanol and diluted with 300 ml water. Solid sodium bicarbonate was added to adjust the solution to pH 8.0. This was extracted with ethyl acetate, washed with water, saturated bicarbonate solution, water and brine, dried over Na2SO4, filtered and concentrated to a yellow liquid (10.0 g). MW 185.61; MS (m/e) 185 (M+). Reactants: intermediate 33, [Si](C)(C)(C(C)(C)C)OC=1C(=C(CN2CCCC2)C=CC1)F (1-(3-{[tert-butyl(dimethyl)silyl]oxy}-2-fluorobenzyl)pyrrolidine), [F-].[K+] (KF). The solvent is CO (MeOH). Conditions: time 1 hour. Product: FC1=C(C=CC=C1CN1CCCC1)O (2-fluoro-3-(pyrrolidin-1-ylmethyl)phenol). Yield: 80.0%. RXN SMILES: [Si]([O:8][C:9]1[C:10]([F:21])=[C:11]([CH:18]=[CH:19][CH:20]=1)[CH2:12][N:13]1[CH2:17][CH2:16][CH2:15][CH2:14]1)(C(C)(C)C)(C)C.[F-].[K+]>CO>[F:21][C:10]1[C:11]([CH2:12][N:13]2[CH2:17][CH2:16][CH2:15][CH2:14]2)=[CH:18][CH:19]=[CH:20][C:9]=1[OH:8] |f:1.2|. Procedure details: To a solution of intermediate 33, 1-(3-{[tert-butyl(dimethyl)silyl]oxy}-2-fluorobenzyl)pyrrolidine (19 g, 60 mmol) in MeOH (200 mL) was added KF (7.1 g, 120 mmol), and the mixture was stirred at RT for 1 h. The reaction mixture evaporated in vacuo. Water (100 mL) and concentrated HCl were added to attain pH˜6. The organic layer was separated. The aqueous one was extracted with CH2Cl2 (2×100 mL). The organic layers were discarded. The aqueous fraction was alkalized with K2CO3 to pH˜10, the aqueou... The reactants are COc1ccc2c(C3=CCNCC3)c[nH]c2c1, CS(C)=O, CO, c1cc(OCC2CO2)c2cc[nH]c2c1. Yields the product COc1ccc2c(C3=CCN(CC(O)COc4cccc5[nH]ccc45)CC3)c[nH]c2c1. Reaction SMILES: [CH3:1][O:2][c:3]1[cH:4][cH:5][c:6]2[c:7]([C:12]3=[CH:17][CH2:16][NH:15][CH2:14][CH2:13]3)[cH:8][nH:9][c:10]2[cH:11]1.[CH3:32][S:33]([CH3:34])=[O:35].[CH3:36][OH:37].[O:18]1[CH:19]([CH2:21][O:22][c:23]2[c:24]3[cH:25][cH:26][nH:27][c:28]3[cH:29][cH:30][cH:31]2)[CH2:20]1>>[CH3:1][O:2][c:3]1[cH:4][cH:5][c:6]2[c:7]([C:12]3=[CH:17][CH2:16][N:15]([CH2:20][CH:19]([OH:18])[CH2:21][O:22][c:23]4[c:24]5[cH:25][cH:26][nH:27][c:28]5[cH:29][cH:30][cH:31]4)[CH2:14][CH2:13]3)[cH:8][nH:9][c:10]2[cH:11]1. The reactants are CNS(=O)(=O)c1ccc(C)cc1, Cc1cc([N+](=O)[O-])ccc1F, [H-], [Na+], CN(C)C=O, O. Yields the product Cc1ccc(S(=O)(=O)N(C)c2ccc([N+](=O)[O-])cc2C)cc1. As a reaction SMILES: [CH3:3][NH:4][S:5](=[O:6])(=[O:7])[c:8]1[cH:9][cH:10][c:11]([CH3:14])[cH:12][cH:13]1.[F:15][c:16]1[c:17]([CH3:25])[cH:18][c:19]([N+:22](=[O:23])[O-:24])[cH:20][cH:21]1.[H-:1].[Na+:2].[O:27]=[CH:28][N:29]([CH3:30])[CH3:31].[OH2:26]>>[CH3:3][N:4]([S:5](=[O:6])(=[O:7])[c:8]1[cH:9][cH:10][c:11]([CH3:14])[cH:12][cH:13]1)[c:16]1[c:17]([CH3:25])[cH:18][c:19]([N+:22](=[O:23])[O-:24])[cH:20][cH:21]1. Reactants: CC(=O)O[BH-](OC(C)=O)OC(C)=O, CO, ClCCl, O=CCn1c(=O)ccc2ncc(F)cc21, [Na+], [Na+], [Na+], O=C([O-])[O-], O=C(NCC1CNCC1O)OCc1ccccc1. Yields the product O=C(NCC1CN(CCn2c(=O)ccc3ncc(F)cc32)CC1O)OCc1ccccc1. As a reaction SMILES: [C:40]([O:41][BH-:42]([O:43][C:44](=[O:45])[CH3:46])[O:47][C:48](=[O:49])[CH3:50])(=[O:51])[CH3:52].[CH3:57][OH:58].[Cl:54][CH2:55][Cl:56].[F:19][c:20]1[cH:21][n:22][c:23]2[cH:24][cH:25][c:26](=[O:33])[n:27]([CH2:30][CH:31]=[O:32])[c:28]2[cH:29]1.[Na+:34].[Na+:35].[Na+:53].[O-:36][C:37](=[O:38])[O-:39].[OH:1][CH:2]1[CH:3]([CH2:7][NH:8][C:9]([O:10][CH2:11][c:12]2[cH:13][cH:14][cH:15][cH:16][cH:17]2)=[O:18])[CH2:4][NH:5][CH2:6]1>>[OH:1][CH:2]1[CH:3]([CH2:7][NH:8][C:9]([O:10][CH2:11][c:12]2[cH:13][cH:14][cH:15][cH:16][cH:17]2)=[O:18])[CH2:4][N:5]([CH2:31][CH2:30][n:27]2[c:26](=[O:33])[cH:25][cH:24][c:23]3[n:22][cH:21][c:20]([F:19])[cH:29][c:28]32)[CH2:6]1. Reactants: FC(C(=O)O)(F)F (trifluoroacetic acid), FC=1C(=NC(=NC1)NC1=CC=C(C=C1)OCCOC)N(C(OC(C)(C)C)=O)C1=CC(=CC=C1)N(C(C=C)=O)O (tert-butyl (5-fluoro-2-((4-(2-methoxyethoxy)phenyl)amino)pyrimidin-4-yl)(3-(N-hydroxyacrylamido)phenyl)carbamate), CCCCCC.C(C)(=O)OCC (hexane ethyl acetate). The solvent is C(Cl)Cl (DCM). Conditions: temperature 0 celsius, time 15 minute. Product: FC=1C(=NC(=NC1)NC1=CC=C(C=C1)OCCOC)NC=1C=C(C=CC1)N(C(C=C)=O)O (N-(3-((5-fluoro-2-((4-(2-methoxyethoxy)phenyl)amino)pyrimidin-4-yl)amino)phenyl)-N-hydroxyacrylamide). The yield is 4.1%. As a reaction SMILES: [F:1][C:2]1[C:3]([N:20]([C:28]2[CH:33]=[CH:32][CH:31]=[C:30]([N:34]([OH:39])[C:35](=[O:38])[CH:36]=[CH2:37])[CH:29]=2)C(=O)OC(C)(C)C)=[N:4][C:5]([NH:8][C:9]2[CH:14]=[CH:13][C:12]([O:15][CH2:16][CH2:17][O:18][CH3:19])=[CH:11][CH:10]=2)=[N:6][CH:7]=1.FC(F)(F)C(O)=O.CCCCCC.C(OCC)(=O)C>C(Cl)Cl>[F:1][C:2]1[C:3]([NH:20][C:28]2[CH:29]=[C:30]([N:34]([OH:39])[C:35](=[O:38])[CH:36]=[CH2:37])[CH:31]=[CH:32][CH:33]=2)=[N:4][C:5]([NH:8][C:9]2[CH:10]=[CH:11][C:12]([O:15][CH2:16][CH2:17][O:18][CH3:19])=[CH:13][CH:14]=2)=[N:6][CH:7]=1 |f:2.3|. Reported procedure: In a 25 ml, 3-neck RBF equipped with a calcium chloride guard tube, to a solution of tert-butyl (5-fluoro-2-((4-(2-methoxyethoxy)phenyl)amino)pyrimidin-4-yl)(3-(N-hydroxyacrylamido)phenyl)carbamate (0.250 g) in DCM (10 ml) was added trifluoroacetic acid (5.0 ml) drop wise into the reaction mixture at 0° C. The reaction mixture was stirred at 0° C. for 15 minutes and then at room temperature for 30 minutes. The reaction was monitored by TLC using hexane:ethyl acetate (3:7) as mobile phase. After ...